This data is from the Open Reaction Database (ORD), a public repository of structured organic reaction records. The task is: describe an organic reaction: reactants, conditions, products, and yield Reactants: C(C)OC(CCCNC(C)=O)OCC (4-acetamidobutyraldehyde diethyl acetal), S(O)(O)(=O)=O (sulfuric acid). The solvent is O (water). Product: C(C)(=O)NCCCC=O (4-Acetamidobutyraldehyde). As a reaction SMILES: C([O:3][CH:4](OCC)[CH2:5][CH2:6][CH2:7][NH:8][C:9](=[O:11])[CH3:10])C.S(=O)(=O)(O)O>O>[C:9]([NH:8][CH2:7][CH2:6][CH2:5][CH:4]=[O:3])(=[O:11])[CH3:10]. Procedure: Dissolve 5 gms. of 4-acetamidobutyraldehyde diethyl acetal in 75 ml. of distilled water and 5 ml. of 1 N sulfuric acid. Allow the solution to stand at room temperature until the hydrolysis is complete as determined by thin layer chromatography. Neutralize the solution with sodium bicarbonate, then saturate the solution with sodium chloride and extract with chloroform. Distill the combined chloroform extracts to a residue comprising 4-acetamidobutyraldehyde, which can be used without further puri...